From a dataset of the Open Reaction Database (ORD), a public repository of structured organic reaction records. describe an organic reaction: reactants, conditions, products, and yield Starting materials: C(C(O)C)(=O)OC (methyl lactate), C(C)#N (acetonitrile), [H-].[Na+] (sodium hydride), C(C)#N (acetonitrile), ClC1=NC=CC(=N1)Cl (2,4-dichloropyrimidine), C(C)#N (acetonitrile). Run in O (water). Reaction conditions: time 30 minute. Yields the product ClC1=NC=CC(=N1)OC(C)C(=O)OC (2-chloro-4-[1-(methoxycarbonyl)ethoxy]pyrimidine), ClC1=NC(=NC=C1)OC(C)C(=O)OC (4-chloro-2-[1-(methoxycarbonyl)ethoxy]pyrimidine). RXN SMILES: [C:1]([O:6][CH3:7])(=[O:5])[CH:2]([CH3:4])[OH:3].C(#N)C.[H-].[Na+].[Cl:13][C:14]1[N:19]=[C:18]([Cl:20])[CH:17]=[CH:16][N:15]=1>O>[Cl:13][C:14]1[N:19]=[C:18]([O:3][CH:2]([C:1]([O:6][CH3:7])=[O:5])[CH3:4])[CH:17]=[CH:16][N:15]=1.[Cl:20][C:18]1[CH:17]=[CH:16][N:15]=[C:14]([O:3][CH:2]([C:1]([O:6][CH3:7])=[O:5])[CH3:4])[N:19]=1 |f:2.3|. Procedure details: A mixture of 3.12 g of methyl lactate and 10 ml of acetonitrile was added to a mixture of 1.2 g of sodium hydride and 40 ml of acetonitrile dropwise under ice cooling, and the mixture was stirred for 30 minutes. To this was added a mixture of 4.47 g of 2,4-dichloropyrimidine and 10 ml of acetonitrile dropwise at the same temperature, and the mixture was stirred at 60° C. for 2 hours. This reaction solution was cooled to room temperature, then, poured into water, and extracted with ethyl acetate.... Reactants: CCO, FC(F)(F)c1ccc(Cl)nc1, [Na+], O, O=S([O-])O. The product is [Na+], O=S(=O)([O-])c1ccc(C(F)(F)F)cn1. As a reaction SMILES: [CH3:17][CH2:18][OH:19].[Cl:1][c:2]1[n:3][cH:4][c:5]([C:8]([F:9])([F:10])[F:11])[cH:6][cH:7]1.[Na+:16].[OH2:20].[S:12](=[O:13])([OH:14])[O-:15]>>[Na+:16].[c:2]1([S:12](=[O:13])(=[O:14])[O-:15])[n:3][cH:4][c:5]([C:8]([F:9])([F:10])[F:11])[cH:6][cH:7]1. Reactants: OCCNC(C1=CC=CC=C1)C (N-(2-hydroxyethyl)-α-methylbenzylamine). Run in Br (hydrobromic acid). Run at temperature 0 celsius, time 30 minute. Yields the product CC1NCCC2=CC=CC=C12 (1-methyl-1,2,3,4-tetrahydroisoquinoline). The yield is 69.2%. As a reaction SMILES: O[CH2:2][CH2:3][NH:4][CH:5]([CH3:12])[C:6]1[CH:11]=[CH:10][CH:9]=[CH:8][CH:7]=1>Br>[CH3:12][CH:5]1[C:6]2[C:11](=[CH:10][CH:9]=[CH:8][CH:7]=2)[CH2:2][CH2:3][NH:4]1. Procedure details: 100 g(605.32 mmole) of N-(2-hydroxyethyl)-α-methylbenzylamine produced in Example 5(1) above was suspended in 515 ml of 48% aqueous hydrobromic acid solution and the resulting suspension was reacted at 126° C. for 30 minutes under refluxing. The reaction solution was then distilled for 2 hours under normal pressure at constant temperature and 465 ml of aqueous hydrobromic acid and water, the reaction by-product, was removed. The residue was dissolved in 550 ml of acetone, and 500 ml of ethyl ace... Starting materials: C(C)(C)(C)OC(NC1=C(C=C(C(=C1)OCCOC)C(F)(F)F)NC(CC(=O)C1=CC(=CC=C1)C1=CC(=NC=C1)C#N)=O)=O ([2-{3-[3-(2-cyano-pyridin-4-yl)-phenyl]-3-oxo-propionylamino}-5-(2-methoxy-ethoxy)-4-trifluoromethyl-phenyl]-carbamic acid tert-butyl ester), C(=O)(C(F)(F)F)O (TFA). Solvent: C(Cl)Cl (CH2Cl2). The product is COCCOC=1C(=CC2=C(N=C(CC(N2)=O)C=2C=C(C=CC2)C2=CC(=NC=C2)C#N)C1)C(F)(F)F (4-{3-[8-(2-Methoxy-ethoxy)-4-oxo-7-trifluoromethyl-4,5-dihydro-3H-benzo[b][1,4]diazepin-2-yl]-phenyl}-pyridine-2-carbonitrile), solid. Isolated yield 84.0%. As a reaction SMILES: C(OC(=O)[NH:7][C:8]1[CH:13]=[C:12]([O:14][CH2:15][CH2:16][O:17][CH3:18])[C:11]([C:19]([F:22])([F:21])[F:20])=[CH:10][C:9]=1[NH:23][C:24](=[O:42])[CH2:25][C:26]([C:28]1[CH:33]=[CH:32][CH:31]=[C:30]([C:34]2[CH:39]=[CH:38][N:37]=[C:36]([C:40]#[N:41])[CH:35]=2)[CH:29]=1)=O)(C)(C)C.C(O)(C(F)(F)F)=O>C(Cl)Cl>[CH3:18][O:17][CH2:16][CH2:15][O:14][C:12]1[C:11]([C:19]([F:20])([F:21])[F:22])=[CH:10][C:9]2[NH:23][C:24](=[O:42])[CH2:25][C:26]([C:28]3[CH:29]=[C:30]([C:34]4[CH:39]=[CH:38][N:37]=[C:36]([C:40]#[N:41])[CH:35]=4)[CH:31]=[CH:32][CH:33]=3)=[N:7][C:8]=2[CH:13]=1. Procedure details: The title compound was prepared from [2-{3-[3-(2-cyano-pyridin-4-yl)-phenyl]-3-oxo-propionylamino}-5-(2-methoxy-ethoxy)-4-trifluoromethyl-phenyl]-carbamic acid tert-butyl ester (Example M189) (278 mg, 0.46 mmol) by treatment with TFA in CH2Cl2 according to the general procedure N. Obtained as a light yellow solid (185 mg, 84%).